Dataset: the Open Reaction Database (ORD), a public repository of structured organic reaction records. Task: describe an organic reaction: reactants, conditions, products, and yield The product is Cc1cc(N)ccc1OCc1cccc(F)c1. The reactants are CCO, Cc1cc([N+](=O)[O-])ccc1OCc1cccc(F)c1, [H][H]. Reaction SMILES: [CH3:22][CH2:23][OH:24].[F:1][c:2]1[cH:3][c:4]([CH2:5][O:6][c:7]2[c:8]([CH3:16])[cH:9][c:10]([N+:13]([O-:14])=[O:15])[cH:11][cH:12]2)[cH:17][cH:18][cH:19]1.[H:20][H:21]>>[F:1][c:2]1[cH:3][c:4]([CH2:5][O:6][c:7]2[c:8]([CH3:16])[cH:9][c:10]([NH2:13])[cH:11][cH:12]2)[cH:17][cH:18][cH:19]1. Starting materials: Cl (hydrochloric acid), BrC=1C=C2CC(C(NC2=C(C1)[N+](=O)[O-])=O)NC(C)=O (N-(6-bromo-8-nitro-2-oxo-1,2,3,4-tetrahydroquinolin-3-yl)acetamide). Solvent: C(C)O (ethanol). Product: Cl.C(C)O (hydrochloric acid ethanol), Cl.NC1C(NC2=C(C=C(C=C2C1)Br)[N+](=O)[O-])=O (3-amino-6-bromo-8-nitro-3,4-dihydroquinolin-2(1H)-one hydrochloride). RXN SMILES: [ClH:1].[Br:2][C:3]1[CH:4]=[C:5]2[C:10](=[C:11]([N+:13]([O-:15])=[O:14])[CH:12]=1)[NH:9][C:8](=[O:16])[CH:7]([NH:17]C(=O)C)[CH2:6]2>C(O)C>[ClH:1].[CH2:8]([OH:16])[CH3:7].[ClH:1].[NH2:17][CH:7]1[CH2:6][C:5]2[C:10](=[C:11]([N+:13]([O-:15])=[O:14])[CH:12]=[C:3]([Br:2])[CH:4]=2)[NH:9][C:8]1=[O:16] |f:3.4,5.6|. Reported procedure: Aqueous hydrochloric acid-ethanol solution was prepared (from commercial aqueous concentrated hydrochloric acid (3 L) and ethanol (6 L)), and N-(6-bromo-8-nitro-2-oxo-1,2,3,4-tetrahydroquinolin-3-yl)acetamide (known compound: Chem. Abst., 4150 (1947)) (604 g) was added to the solution, followed by heating for 14 hours under stirring and reflux. The reaction mixture was cooled on an ice bath, and the precipitates were recovered through filtration. The thus-obtained solid was washed with ethanol a... Reactants: CC(C)=O, CI, NC(=S)c1cc(F)ccc1F. The product is CSC(=N)c1cc(F)ccc1F, I. Reaction SMILES: [CH3:14][C:15](=[O:16])[CH3:17].[CH3:1][I:2].[F:3][c:4]1[c:5]([C:11]([NH2:12])=[S:13])[cH:6][c:7]([F:10])[cH:8][cH:9]1>>[CH3:1][S:13][C:11]([c:5]1[c:4]([F:3])[cH:9][cH:8][c:7]([F:10])[cH:6]1)=[NH:12].[IH:2]. The reactants are C(C1=CC=CC=C1)OC1=CC=C(C=C1)CC(=O)N(CC(=O)OCC)C1=CC=C(C=C1)SC (ethyl N-(2-(4-benzyloxyphenyl)acetyl)-N-(4-methylthiophenyl)glycinate), ClC=1C=C(C(=O)OO)C=CC1 (m-chloroperoxybenzoic acid), C(=O)(O)[O-].[Na+] (NaHCO3), C(=O)(O)[O-].[Na+] (NaHCO3). The solvent is ClCCl (dichloromethane). Reaction conditions: time 30 minute. The product is C(C1=CC=CC=C1)OC1=CC=C(C=C1)CC(=O)N(CC(=O)OCC)C1=CC=C(C=C1)S(=O)C (Ethyl N-(2-(4-benzyloxyphenyl)acetyl)-N-(4-methylsulfinylphenyl)glycinate). The yield is 100.0%. As a reaction SMILES: [CH2:1]([O:8][C:9]1[CH:14]=[CH:13][C:12]([CH2:15][C:16]([N:18]([C:25]2[CH:30]=[CH:29][C:28]([S:31][CH3:32])=[CH:27][CH:26]=2)[CH2:19][C:20]([O:22][CH2:23][CH3:24])=[O:21])=[O:17])=[CH:11][CH:10]=1)[C:2]1[CH:7]=[CH:6][CH:5]=[CH:4][CH:3]=1.ClC1C=C(C=CC=1)C(OO)=[O:38].C([O-])(O)=O.[Na+]>ClCCl>[CH2:1]([O:8][C:9]1[CH:14]=[CH:13][C:12]([CH2:15][C:16]([N:18]([C:25]2[CH:30]=[CH:29][C:28]([S:31]([CH3:32])=[O:38])=[CH:27][CH:26]=2)[CH2:19][C:20]([O:22][CH2:23][CH3:24])=[O:21])=[O:17])=[CH:11][CH:10]=1)[C:2]1[CH:3]=[CH:4][CH:5]=[CH:6][CH:7]=1 |f:2.3|. Procedure details: To a stirred solution of 1.34 g (2.98 mmols) of ethyl N-(2-(4-benzyloxyphenyl)acetyl)-N-(4-methylthiophenyl)glycinate (VIIq) in 25 mL dry dichloromethane (CH2Cl2) was added 1.05 equivalents of m-chloroperoxybenzoic acid at 0° C. After stirring for 30 min., the solution was poured into 200 mL of saturated NaHCO3 solution containing 10 mL of 10% NaHCO3 solution and was extracted with two 100 mL portions of CH2Cl2. The combined organic extracts were dried over MgSO4 and concentrated to give 1.40 g ... Reactants: ClC1=CC2=C(OC3=C(C(C2)N2CCNCC2)C=C(C=C3)Cl)C=C1 (1-[2,8-dichloro-10,11-dihydro-dibenz[b,f]oxepin-10-yl]-piperazine), ClCCN1C(OCC1)=O (3-(2-chloro-ethyl)-2-oxazolidinone). The product is Cl.Cl.ClC1=CC2=C(OC3=C(C(C2)N2CCN(CC2)CCN2C(OCC2)=O)C=C(C=C3)Cl)C=C1 (3-[2-{4-[2,8-dichloro-10,11-dihydro-dibenz[b,f]oxepin-10-yl]-1-piperazinyl}-ethyl]-2-oxazolidinone dihydrochloride). Reaction SMILES: [Cl:1][C:2]1[CH:23]=[CH:22][C:5]2[O:6][C:7]3[CH:20]=[CH:19][C:18]([Cl:21])=[CH:17][C:8]=3[CH:9]([N:11]3[CH2:16][CH2:15][NH:14][CH2:13][CH2:12]3)[CH2:10][C:4]=2[CH:3]=1.[Cl:24][CH2:25][CH2:26][N:27]1[CH2:31][CH2:30][O:29][C:28]1=[O:32]>>[ClH:1].[ClH:24].[Cl:1][C:2]1[CH:23]=[CH:22][C:5]2[O:6][C:7]3[CH:20]=[CH:19][C:18]([Cl:21])=[CH:17][C:8]=3[CH:9]([N:11]3[CH2:16][CH2:15][N:14]([CH2:25][CH2:26][N:27]4[CH2:31][CH2:30][O:29][C:28]4=[O:32])[CH2:13][CH2:12]3)[CH2:10][C:4]=2[CH:3]=1 |f:2.3.4|. Procedure: 1-[2,8-dichloro-10,11-dihydro-dibenz[b,f]oxepin-10-yl]-piperazine is reacted with 3-(2-chloro-ethyl)-2-oxazolidinone in the manner described in Example 1, and there is obtained 3-[2-{4-[2,8-dichloro-10,11-dihydro-dibenz[b,f]oxepin-10-yl]-1-piperazinyl}-ethyl]-2-oxazolidinone dihydrochloride having a melting point of 187°-188° C (with decomposition). Reactants: Cl.ClC1=C(N(C(C(=N1)NCCC1=CC(=CC=C1)CN(C)C)=O)CC(=O)O)C (2-[3-chloro-5-(3-[(dimethylamino)methyl]phenethylamino)-2-methyl-6-oxo-1(6H)-pyrazinyl]acetic acid hydrochloride), N1C=CC2=CC(=CC=C12)CN (1H-indol-5-ylmethylamine). The product is ClC1=C(N(C(C(=N1)NCCC1=CC(=CC=C1)CN(C)C)=O)CC(=O)NCC=1C=C2C=CNC2=CC1)C (2-[3-Chloro-5-(3-[(dimethylamino)methyl]phenethylamino)-2-methyl-6-oxo-1(6H)-pyrazinyl]-N-(1H-indol-5-ylmethyl)acetamide). Yield: 95.0%. Reaction SMILES: Cl.[Cl:2][C:3]1[N:8]=[C:7]([NH:9][CH2:10][CH2:11][C:12]2[CH:17]=[CH:16][CH:15]=[C:14]([CH2:18][N:19]([CH3:21])[CH3:20])[CH:13]=2)[C:6](=[O:22])[N:5]([CH2:23][C:24]([OH:26])=O)[C:4]=1[CH3:27].[NH:28]1[C:36]2[C:31](=[CH:32][C:33]([CH2:37][NH2:38])=[CH:34][CH:35]=2)[CH:30]=[CH:29]1>>[Cl:2][C:3]1[N:8]=[C:7]([NH:9][CH2:10][CH2:11][C:12]2[CH:17]=[CH:16][CH:15]=[C:14]([CH2:18][N:19]([CH3:20])[CH3:21])[CH:13]=2)[C:6](=[O:22])[N:5]([CH2:23][C:24]([NH:38][CH2:37][C:33]2[CH:32]=[C:31]3[C:36](=[CH:35][CH:34]=2)[NH:28][CH:29]=[CH:30]3)=[O:26])[C:4]=1[CH3:27] |f:0.1|. Procedure: The title compound was prepared by a similar method to preparation 9 from 2-[3-chloro-5-(3-[(dimethylamino)methyl]phenethylamino)-2-methyl-6-oxo-1(6H)-pyrazinyl]acetic acid hydrochloride (preparation 22) (85 mg, 0.20 mmol) and 1H-indol-5-ylmethylamine (preparation 8) (35 mg, 0.24 mmol) to give the title compound (100 mg, 0.19 mmol, 98%). 1H NMR (CD3OD) δ 2.20 (s, 3H), 2.70 (s, 6H), 3.00 (m, 2H), 3.60 (m, 2H), 4.20 (s, 2H), 4.50 (s, 2H), 4.80 (m, 2H), 7.05 (m, 1H), 7.10-7.55 (m, 9H), 7.75 (m, 1H)... The reactants are C(CCCCCCCCCC)OC=1C=NC(=NC1)C1=CC=C(C=C1)\C=C\CCCC(C)O ((-)-5-undecyloxy-2-{4-(6-hydroxy-1-trans-heptenyl)-phenyl}-pyrimidine), CI (methyl iodide). The reagents and catalysts are [Ag]=O (silver oxide). Solvent: C(Cl)(Cl)Cl (CHCl3). The product is C(CCCCCCCCCC)OC=1C=NC(=NC1)C1=CC=C(C=C1)\C=C\CCCC(C)OC ((-)-5-undecyloxy-2-{4-(6-methoxy-1-trans-heptenyl)-phenyl}-pyrimidine). The yield is 52.0%. RXN SMILES: [CH2:1]([O:12][C:13]1[CH:14]=[N:15][C:16]([C:19]2[CH:24]=[CH:23][C:22](/[CH:25]=[CH:26]/[CH2:27][CH2:28][CH2:29][CH:30]([OH:32])[CH3:31])=[CH:21][CH:20]=2)=[N:17][CH:18]=1)[CH2:2][CH2:3][CH2:4][CH2:5][CH2:6][CH2:7][CH2:8][CH2:9][CH2:10][CH3:11].[CH3:33]I>[Ag]=O.C(Cl)(Cl)Cl>[CH2:1]([O:12][C:13]1[CH:14]=[N:15][C:16]([C:19]2[CH:20]=[CH:21][C:22](/[CH:25]=[CH:26]/[CH2:27][CH2:28][CH2:29][CH:30]([O:32][CH3:33])[CH3:31])=[CH:23][CH:24]=2)=[N:17][CH:18]=1)[CH2:2][CH2:3][CH2:4][CH2:5][CH2:6][CH2:7][CH2:8][CH2:9][CH2:10][CH3:11]. Procedure details: At room temperature, 4.0 g (9 mmol) of the (-)-5-undecyloxy-2-{4-(6-hydroxy-1-trans-heptenyl)-phenyl}-pyrimidine obtained in Example 14, 40 ml of methyl iodide and 6.3 g (27 mmol) of silver oxide were stirred for 40 hours. Then, the reaction mixture was washed with 1 N hydrochloric acid and saturated aqueous solution of sodium chloride, dried over anhydrous magnesium sulfate, and concentrated under reduced pressure. Purification of the residue by silica gel column chromatography gave 2.1 g (yiel... Reactants: C(C)(C)(C)OC(=O)NC1=CC=C(C=C1)C1=NN=C2N1C=CN=C2C(=O)OC (methyl 3-(4-(tert-butoxycarbonylamino)phenyl)-[1,2,4]triazolo[4,3-a]pyrazine-8-carboxylate), C(=O)(C(F)(F)F)O (TFA). Solvent: C(Cl)Cl (CH2Cl2). Conditions: time 2 hour. The product is NC1=CC=C(C=C1)C1=NN=C2N1C=CN=C2C(=O)OC (Methyl 3-(4-aminophenyl)-[1,2,4]triazolo[4,3-a]pyrazine-8-carboxylate). Yield: 99.7%. As a reaction SMILES: C(OC([NH:8][C:9]1[CH:14]=[CH:13][C:12]([C:15]2[N:19]3[CH:20]=[CH:21][N:22]=[C:23]([C:24]([O:26][CH3:27])=[O:25])[C:18]3=[N:17][N:16]=2)=[CH:11][CH:10]=1)=O)(C)(C)C.C(O)(C(F)(F)F)=O>C(Cl)Cl>[NH2:8][C:9]1[CH:14]=[CH:13][C:12]([C:15]2[N:19]3[CH:20]=[CH:21][N:22]=[C:23]([C:24]([O:26][CH3:27])=[O:25])[C:18]3=[N:17][N:16]=2)=[CH:11][CH:10]=1. Reported procedure: To a solution of methyl 3-(4-(tert-butoxycarbonylamino)phenyl)-[1,2,4]triazolo[4,3-a]pyrazine-8-carboxylate (61D) (130 mg, 0.35 mmol) in CH2Cl2 (1 mL) was added TFA (1 L). The resulting mixture was stirred at room temperature for 2 h, and then concentrated in vacuo. The obtained residue was stripped with CH2Cl2 and dried in high vacuum to yield the title compound as brown oil (94 mg). HPLC/MS (Method D): retention time=0.39 min, [M+H]+=270.5. Starting materials: COC(CCCCCCC1=NC2=NC=CC=C2C=C1)=O (7-[1,8]Naphthyridin-2-yl-heptanoic acid methyl ester), [H][H] (hydrogen). The reagents and catalysts are [Pd] (palladium on carbon). Run in C(C)O (ethanol), C(C)O (ethanol). Yields the product COC(CCCCCCC1=NC=2NCCCC2C=C1)=O (7-(5,6,7,8-Tetrahydro-[1,8]naphthyridin-2-yl)-heptanoic acid methyl ester). As a reaction SMILES: [CH3:1][O:2][C:3](=[O:20])[CH2:4][CH2:5][CH2:6][CH2:7][CH2:8][CH2:9][C:10]1[CH:19]=[CH:18][C:17]2[C:12](=[N:13][CH:14]=[CH:15][CH:16]=2)[N:11]=1.[H][H]>[Pd].C(O)C>[CH3:1][O:2][C:3](=[O:20])[CH2:4][CH2:5][CH2:6][CH2:7][CH2:8][CH2:9][C:10]1[CH:19]=[CH:18][C:17]2[CH2:16][CH2:15][CH2:14][NH:13][C:12]=2[N:11]=1. Procedure: To a stirred suspension of 10% palladium on carbon (600 mg) in ethanol (25 mL) was added a solution of 7-[1,8]naphthyridin-2-yl-heptanoic acid methyl ester 29-3 (3.6 g) in ethanol (75 mL) and the mixture was subjected to an atmosphere of hydrogen for 18 hours. The reaction mixture was filtered through Celite and concentrated at reduced pressure to give 29-4 as an oil. Starting materials: CCOC(=O)C1=CNCC(Cc2ccccc2)c2c1[nH]c1ccccc21, O=C(Cl)c1ccc(F)cc1. Yields the product CCOC(=O)C1=CN(C(=O)c2ccc(F)cc2)CC(Cc2ccccc2)c2c1[nH]c1ccccc21. As a reaction SMILES: [CH2:1]([CH3:2])[O:3][C:4](=[O:5])[C:6]1=[CH:7][NH:8][CH2:9][CH:10]([CH2:20][c:21]2[cH:22][cH:23][cH:24][cH:25][cH:26]2)[c:11]2[c:12]1[nH:13][c:14]1[cH:15][cH:16][cH:17][cH:18][c:19]21.[F:27][c:28]1[cH:29][cH:30][c:31]([C:32](=[O:33])[Cl:34])[cH:35][cH:36]1>>[CH2:1]([CH3:2])[O:3][C:4](=[O:5])[C:6]1=[CH:7][N:8]([C:32]([c:31]2[cH:30][cH:29][c:28]([F:27])[cH:36][cH:35]2)=[O:33])[CH2:9][CH:10]([CH2:20][c:21]2[cH:22][cH:23][cH:24][cH:25][cH:26]2)[c:11]2[c:12]1[nH:13][c:14]1[cH:15][cH:16][cH:17][cH:18][c:19]21.